Dataset: the Open Reaction Database (ORD), a public repository of structured organic reaction records. Task: describe an organic reaction: reactants, conditions, products, and yield The reactants are S(=O)(=O)([O-])[O-].[Bi+3].S(=O)(=O)([O-])[O-].S(=O)(=O)([O-])[O-].[Bi+3] (bismuth sulfate), [N+](=O)(O)[O-] (nitric acid), [Bi]=O (bismuth oxide), oxide, oxide. Product: [N+](=O)([O-])[O-].[Bi+3].[N+](=O)([O-])[O-].[N+](=O)([O-])[O-] (bismuth nitrate). RXN SMILES: S([O-])([O-])(=O)=O.[Bi+3:6].S([O-])([O-])(=O)=O.S([O-])([O-])(=O)=O.[Bi+3].[N+:18]([O-:21])([OH:20])=[O:19].[Bi]=O>>[N+:18]([O-:21])([O-:20])=[O:19].[Bi+3:6].[N+:18]([O-:21])([O-:20])=[O:19].[N+:18]([O-:21])([O-:20])=[O:19] |f:0.1.2.3.4,7.8.9.10,^1:21|. Procedure: There are three forms of bismuth nitrate, two of which are insoluble in water. One way to obtain soluble bismuth nitrate is to roast the bismuth sulfate first at a low temperature (200° C.) to convert it to the oxide, and then subject the oxide to concentrated nitric acid. The molar ratio of acid to bismuth oxide should be greater than or equal to 4:1 in order to avoid producing insoluble bismuth nitrate. Using this method, the bismuth was completely dissolved. Fine crystals of soluble bismuth n... The reactants are C1(CCCC1)CC(C(=O)NC=1C=NOC1C(C)C)C1=CC=C(C=C1)S(=O)(=O)C (3-cyclopentyl-N-(5-isopropylisoxazol-4-yl)-2-[4-(methylsulfonyl)phenyl]propanamide). Reagents/catalysts: [C].[Pd] (palladium carbon). Solvent: C(C)O (ethanol). Run at time 4 hour. Product: C1(CCCC1)CC(C1=CC=C(C=C1)S(=O)(=O)C)C=1NC(=CN1)C(C(C)C)=O (1-(2-{2-cyclopentyl-1-[4-(methylsulfonyl)phenyl]ethyl}-1H-imidazol-5-yl)-2-methylpropan-1-one). Isolated yield 50.0%. Reaction SMILES: [CH:1]1([CH2:6][CH:7]([C:19]2[CH:24]=[CH:23][C:22]([S:25]([CH3:28])(=[O:27])=[O:26])=[CH:21][CH:20]=2)[C:8]([NH:10][C:11]2[CH:12]=[N:13][O:14][C:15]=2[CH:16]([CH3:18])[CH3:17])=O)[CH2:5][CH2:4][CH2:3][CH2:2]1>C(O)C.[C].[Pd]>[CH:1]1([CH2:6][CH:7]([C:8]2[NH:10][C:11]([C:15](=[O:14])[CH:16]([CH3:18])[CH3:17])=[CH:12][N:13]=2)[C:19]2[CH:24]=[CH:23][C:22]([S:25]([CH3:28])(=[O:27])=[O:26])=[CH:21][CH:20]=2)[CH2:5][CH2:4][CH2:3][CH2:2]1 |f:2.3|. Reported procedure: To a solution (40 mL) of 3-cyclopentyl-N-(5-isopropylisoxazol-4-yl)-2-[4-(methylsulfonyl)phenyl]propanamide (2.50 g) in ethanol was added 10% palladium carbon (containing 50% water, 0.500 g) and the mixture was stirred under hydrogen atmosphere (5 atm) for 4 hr. The reaction mixture was filtered to remove the catalyst, sodium hydroxide (0.261 g) was added to the filtrate, and the mixture was heated under reflux for 1 hr. To the reaction mixture was added ammonium chloride (0.430 g), and the mixt... Reactants: CO, CCOC(C)=O, Cl, CNC(=O)c1nc(-c2ccc(Cl)c(C(=O)OC)c2)cnc1N, [Na+], C1CCOC1, [OH-]. Product: CNC(=O)c1nc(-c2ccc(Cl)c(C(=O)O)c2)cnc1N. As a reaction SMILES: [CH3:31][OH:32].[CH3:33][CH2:34][O:35][C:36](=[O:37])[CH3:38].[ClH:25].[NH2:1][c:2]1[n:3][cH:4][c:5](-[c:12]2[cH:13][cH:14][c:15]([Cl:22])[c:16]([C:17](=[O:18])[O:19][CH3:20])[cH:21]2)[n:6][c:7]1[C:8](=[O:9])[NH:10][CH3:11].[Na+:24].[O:26]1[CH2:27][CH2:28][CH2:29][CH2:30]1.[OH-:23]>>[NH2:1][c:2]1[n:3][cH:4][c:5](-[c:12]2[cH:13][cH:14][c:15]([Cl:22])[c:16]([C:17](=[O:18])[OH:19])[cH:21]2)[n:6][c:7]1[C:8](=[O:9])[NH:10][CH3:11]. RXN SMILES: [C:1](Cl)(=[O:3])[CH3:2].[C:5]([NH2:14])([C:8]1[CH:13]=[CH:12][CH:11]=[CH:10][CH:9]=1)([CH3:7])[CH3:6].[OH-].[Na+].C(=O)([O-])[O-].[K+].[K+]>C1(C)C=CC=CC=1>[CH3:6][C:5]([NH:14][C:1](=[O:3])[CH3:2])([C:8]1[CH:13]=[CH:12][CH:11]=[CH:10][CH:9]=1)[CH3:7] |f:2.3,4.5.6|. Solvent: C1(=CC=CC=C1)C (toluene). The reactants are C([O-])([O-])=O.[K+].[K+] (potassium carbonate), C(C)(=O)Cl (Acetyl chloride), C(C)(C)(C1=CC=CC=C1)N (cumylamine), aqueous solution, [OH-].[Na+] (sodium hydroxide). Reaction conditions: time 5 hour. Procedure: Acetyl chloride (62 g) was dropwise added to a solution (1 l) of cumylamine (90 g) and a 48% aqueous solution of sodium hydroxide (70 ml) in toluene under ice-cooling and the mixture was stirred at room temperature for 5 hours. After completion of the reaction, the mixture was neutralized with a saturated aqueous solution of potassium carbonate and extracted with ethyl acetate. The extract was washed with water and dried. The solvent was distilled away under reduced pressure to give 102.3 g of N... The yield is 86.7%. Product: CC(C)(C1=CC=CC=C1)NC(C)=O (N-(1-methyl-1-phenylethyl)acetamide). The reactants are resultant suspension, C(C)(=O)O[BH-](OC(C)=O)OC(C)=O.[Na+] (Sodium triacetoxyborohydride), CC1C(CC2CN(CC21)C(=O)OC(C)(C)C)=O (tert-butyl 4-methyl-5-oxohexahydrocyclopenta[c]pyrrole-2(1H)-carboxylate), C(C1=CC=CC=C1)N (benzyl amine), S(=O)(=O)([O-])[O-].[Mg+2] (magnesium sulfate). The solvent is ClCCCl (1,2-dichloroethane). Run at time 60 hour. Yields the product C(C1=CC=CC=C1)NC1C(C2C(CN(C2)C(=O)OC(C)(C)C)C1)C (tert-butyl 5-(benzylamino)-4-methylhexahydrocyclopenta[c]pyrrole-2(1H)-carboxylate). As a reaction SMILES: [CH3:1][CH:2]1[CH:9]2[CH:5]([CH2:6][N:7]([C:10]([O:12][C:13]([CH3:16])([CH3:15])[CH3:14])=[O:11])[CH2:8]2)[CH2:4][C:3]1=O.[CH2:18]([NH2:25])[C:19]1[CH:24]=[CH:23][CH:22]=[CH:21][CH:20]=1.S([O-])([O-])(=O)=O.[Mg+2].C(O[BH-](OC(=O)C)OC(=O)C)(=O)C.[Na+]>ClCCCl>[CH2:18]([NH:25][CH:3]1[CH2:4][CH:5]2[CH2:6][N:7]([C:10]([O:12][C:13]([CH3:16])([CH3:15])[CH3:14])=[O:11])[CH2:8][CH:9]2[CH:2]1[CH3:1])[C:19]1[CH:24]=[CH:23][CH:22]=[CH:21][CH:20]=1 |f:2.3,4.5|. Procedure details: A solution of tert-butyl 4-methyl-5-oxohexahydrocyclopenta[c]pyrrole-2(1H)-carboxylate (10.7 g, 44.7 mmol) and benzyl amine (7.67 g, 71.5 mmol) in 1,2-dichloroethane (250 mL) was stirred at room temperature for 2 h. Anhydrous magnesium sulfate (20 g, 166 mmol) was added. The resultant suspension was stirred at room temperature for additional 2 h. Sodium triacetoxyborohydride (18.95 g, 89 mmol) was added. After 60 h at room temperature, the mixture was quenched with saturated sodium bicarbonate (... The reactants are COC1=C(C=CC=2C=3N(C(=NC12)N)CCN3)OC[C@@H]3OC3 (7-Methoxy-8-[(2R)-oxiran-2-ylmethoxy]-2,3-dihydroimidazo[1,2-c]quinazolin-5-amine), COC1=C(C=CC=2C=3N(C(=NC12)N)CCN3)OC[C@@H]3OC3 (7-Methoxy-8-[(2R)-oxiran-2-ylmethoxy]-2,3-dihydroimidazo[1,2-c]quinazolin-5-amine), FC(C(=O)O)(F)F.FC(C(=O)O)(F)F.NC1=NC=2C(=C(C=CC2C=2N1CCN2)O)OC (5-amino-7-methoxy-2,3-dihydroimidazo[1,2-c]quinazolin-8-ol bis(trifluoroacetate)), FC(C(=O)O)(F)F.FC(C(=O)O)(F)F.NC1=NC=2C(=C(C=CC2C=2N1CCN2)O)OC (5-amino-7-methoxy-2,3-dihydroimidazo[1,2-c]quinazolin-8-ol bis(trifluoroacetate)), C([O-])([O-])=O.[Cs+].[Cs+] (caesium carbonate), N1CCCCC1 (piperidine). Run in CN(C)C=O (DMF). Conditions: time 1.5 hour. The product is O[C@@H](COC=1C=CC=2C=3N(C(=NC2C1OC)N)CCN3)CN3CCCCC3 (N-(8-{[(2R)-2-hydroxy-3-(piperidin-1-yl)propyl]oxy}-7-methoxy-2,3-dihydroimidazo[1,2-c]quinazolin-5-yl)amine). Yield: 79.3%. As a reaction SMILES: FC(F)(F)C(O)=O.FC(F)(F)C(O)=O.NC1[N:25]2[CH2:26][CH2:27]N=[C:24]2[C:23]2[CH:22]=CC(O)=C(OC)C=2N=1.C(=O)([O-])[O-].[Cs+].[Cs+].[CH3:38][O:39][C:40]1[C:49]2[N:48]=[C:47]([NH2:50])[N:46]3[CH2:51][CH2:52][N:53]=[C:45]3[C:44]=2[CH:43]=[CH:42][C:41]=1[O:54][CH2:55][C@H:56]1[CH2:58][O:57]1.N1CCCCC1>CN(C=O)C>[OH:57][C@H:56]([CH2:58][N:25]1[CH2:24][CH2:23][CH2:22][CH2:27][CH2:26]1)[CH2:55][O:54][C:41]1[CH:42]=[CH:43][C:44]2[C:45]3[N:46]([CH2:51][CH2:52][N:53]=3)[C:47]([NH2:50])=[N:48][C:49]=2[C:40]=1[O:39][CH3:38] |f:0.1.2,3.4.5|. Reported procedure: To a slurry of 5-amino-7-methoxy-2,3-dihydroimidazo[1,2-c]quinazolin-8-ol bis(trifluoroacetate) (Intermediate E, 3.00 g, 6.52 mmol) in DMF (72 mL) was added caesium carbonate (10.62 g, 32.6 mmol, 10.0 equiv.) and the resulting slurry was stirred at room temperature for 1.5 hr, followed by the addition of (R)-glycidyl methanesulfonate (Intermediate F, Step 1, 45 mL, 0.29 M in DMF, 13.0 mmol, 2.0 equiv.). This mixture was stirred at 60° C. for 12 hr and concentrated under reduced pressure to a vol... The reactants are COC(=O)[C@H]1N(C[C@]2(C1)CN(C(C2)=O)C2=CC(=CC=C2)Cl)C([C@H](C(C)(C)C)NC(=O)OC(C)(C)C)=O ((3S,5R)-methyl-2-((S)-2-(tert-butoxycarbonylamino)-3,3-dimethylbutanoyl)-7-(3-chlorophenyl)-8-oxo-2,7-diazaspiro[4.4]nonane-3-carboxylate), FC(C(=O)O)(F)F (trifluoroacetic acid). Solvent: C(Cl)Cl (CH2Cl2). Product: N[C@H](C(=O)N1C[C@]2(C[C@H]1C(=O)OC)CN(C(C2)=O)C2=CC(=CC=C2)Cl)C(C)(C)C ((3S,5R)-methyl 2-((S)-2-amino-3,3-dimethylbutanoyl)-7-(3-chlorophenyl)-8-oxo-2,7-diazaspiro[4.4]nonane-3-carboxylate). Reaction SMILES: [CH3:1][O:2][C:3]([C@@H:5]1[CH2:9][C@@:8]2([CH2:13][C:12](=[O:14])[N:11]([C:15]3[CH:20]=[CH:19][CH:18]=[C:17]([Cl:21])[CH:16]=3)[CH2:10]2)[CH2:7][N:6]1[C:22](=[O:36])[C@@H:23]([NH:28]C(OC(C)(C)C)=O)[C:24]([CH3:27])([CH3:26])[CH3:25])=[O:4].FC(F)(F)C(O)=O>C(Cl)Cl>[NH2:28][C@@H:23]([C:24]([CH3:27])([CH3:26])[CH3:25])[C:22]([N:6]1[C@H:5]([C:3]([O:2][CH3:1])=[O:4])[CH2:9][C@@:8]2([CH2:13][C:12](=[O:14])[N:11]([C:15]3[CH:20]=[CH:19][CH:18]=[C:17]([Cl:21])[CH:16]=3)[CH2:10]2)[CH2:7]1)=[O:36]. Reported procedure: The compound (3S,5R)-methyl-2-((S)-2-(tert-butoxycarbonylamino)-3,3-dimethylbutanoyl)-7-(3-chlorophenyl)-8-oxo-2,7-diazaspiro[4.4]nonane-3-carboxylate (C7a) (36.9 mg, 70.6 pimp was dissolved in CH2Cl2 (1.0 ml) and treated with trifluoroacetic acid (0.3 ml) for 6 hrs at room temperature. The reaction was concentrated to dryness to give (3S,5R)-methyl 2-((S)-2-amino-3,3-dimethylbutanoyl)-7-(3-chlorophenyl)-8-oxo-2,7-diazaspiro[4.4]nonane-3-carboxylate (D7a) (70.6 μmol). The minor diastereomer (3S,... Starting materials: ClC(=C(Cl)Cl)Cl (perchloroethylene), CC/C=C\C/C=C\C/C=C\CCCCCCCC(=O)O (linolenic acid), NC1=CC=CC=C1 (aniline), dimerised acid, epoxide, C(C)(=O)OCCCC (butyl acetate). Run in C(CCC)O (n-butanol). Run at temperature 100 celsius, time 3 hour. Yields the product C(CO)(=O)OCCCC (butyl glycolate). Reaction SMILES: NC1C=CC=CC=1.CC/C=C\C/C=C\C/C=C\CCCCCCCC(O)=[O:26].ClC(Cl)=C(Cl)Cl.[C:34]([O:37][CH2:38][CH2:39][CH2:40][CH3:41])(=[O:36])[CH3:35]>C(O)CCC>[C:34]([O:37][CH2:38][CH2:39][CH2:40][CH3:41])(=[O:36])[CH2:35][OH:26]. Procedure: 87.7 parts of an epoxide obtained from 2,2-bis-(4'-hydroxyphenyl)-propane and epichlorohydrin (0.05 epoxy group equivalent, the epoxide containing 0.57 epoxy group equivalent/kg) are dissolved in 27.5 parts of butyl acetate and 5 parts of n-butanol. 2.3 parts of aniline (0.025 mol) and 7.25 parts of a technical mixture of about 75% of C36 dimerised acid and about 25% of C54 trimerised acid, based on linoleic acid and linolenic acid (0.025 acid equivalent, the mixture containing 3.45 acid equival... Yields the product C(C)(C)C1=CC=C(C=C1)NC1=C(C(=O)O)C=CC=C1C(=O)O (2-[(4-isopropyl)phenylamino]isophthalic acid), EtOAc petroleum ether. RXN SMILES: I[C:2]1[C:10]([C:11]([OH:13])=[O:12])=[CH:9][CH:8]=[CH:7][C:3]=1[C:4]([OH:6])=[O:5].[CH:14]([C:17]1[CH:23]=[CH:22][C:20]([NH2:21])=[CH:19][CH:18]=1)([CH3:16])[CH3:15]>>[CH:14]([C:17]1[CH:23]=[CH:22][C:20]([NH:21][C:2]2[C:10]([C:11]([OH:13])=[O:12])=[CH:9][CH:8]=[CH:7][C:3]=2[C:4]([OH:6])=[O:5])=[CH:19][CH:18]=1)([CH3:16])[CH3:15]. The yield is 62.0%. The reactants are IC1=C(C(=O)O)C=CC=C1C(=O)O (2-iodoisophthalic acid), C(C)(C)C1=CC=C(N)C=C1 (4-isopropylaniline). Procedure: Similar reaction of 2-iodoisophthalic acid and 4-isopropylaniline gave 2-[(4-isopropyl)phenylamino]isophthalic acid (62%), mp (EtOAc/petroleum ether) 208° C. (dec). 1H NMR [(CD3)2SO] δ 1.16 (d, J=6.9 Hz, 6 H, 2×CH3), 2.78-2.82 (m, 1 H, CH), 6.83 (d, J=8.4 Hz, 2 H, H-2' and H-6' or H-3' and H-5'; 6.97 (t, J=7.7 Hz, 1 H, H-5), 7.07 (d, J=8.5 Hz, 2 H, H-3' and H-5' or H-2' and H-6'), 7.92 (d, J=7.7 Hz, 2 H, H-4 and H-6), 9.66 (br s, 1 H, NH), 12.89 (br s, 2 H, 2×COOH). Anal. (C17H17NO4) C, H, N. Starting materials: ClC1=CC=C(C=O)C=C1 (4-chlorobenzaldehyde), C(C)(=O)O (acetic acid), [C-]#N.[Na+] (sodium cyanide), C(C=C)#N (acrylonitrile). Run in O (water), CN(C=O)C (dimethylformamide), CN(C=O)C (DMF). Reaction conditions: time 3 hour. Yields the product ClC1=CC=C(C=C1)C(CCC#N)=O (4-(4-chlorophenyl)-4-oxobutyronitrile). RXN SMILES: [C-]#N.[Na+].[Cl:4][C:5]1[CH:12]=[CH:11][C:8]([CH:9]=[O:10])=[CH:7][CH:6]=1.[C:13](#[N:16])[CH:14]=[CH2:15].C(O)(=O)C>CN(C)C=O.O>[Cl:4][C:5]1[CH:12]=[CH:11][C:8]([C:9](=[O:10])[CH2:15][CH2:14][C:13]#[N:16])=[CH:7][CH:6]=1 |f:0.1|. Reported procedure: To a mixture of freshly ground sodium cyanide (0.75 g, 15.0 mmol) in dimethylformamide (DMF) is added, over 30 min., 4-chlorobenzaldehyde (21.0 g, 150.0 mmol) in DMF. 30 Minutes after the addition is completed, acrylonitrile (5.96 g, 7.4 ml, 112.5 mmol) is added over a period of 1 hour. The mixture is stirred at RT for 3 hours, after which acetic acid (0.99 g, 0.94 ml, 16.5 mmol) is added. After 5 min., the reaction mixture is poured into water and extracted with chloroform. The combined chlorof...